This data is from the Open Reaction Database (ORD), a public repository of structured organic reaction records. The task is: describe an organic reaction: reactants, conditions, products, and yield Starting materials: CC(=O)O, Cc1cc(Cl)c(N)c(Cl)c1, N#C[K], O=N[O-], [Na+], [Na+], [Na+], Cl[Ni](Cl)Cl, O=C([O-])[O-], O, O, O, O, O, O, O, O=S(=O)(O)O. Product: Cc1cc(Cl)c(C#N)c(Cl)c1. Reaction SMILES: [CH3:29][C:30](=[O:31])[OH:32].[Cl:10][c:11]1[c:12]([NH2:13])[c:14]([Cl:19])[cH:15][c:16]([CH3:18])[cH:17]1.[K:26][C:27]#[N:28].[N:1]([O-:2])=[O:3].[Na+:20].[Na+:21].[Na+:4].[Ni:40]([Cl:41])([Cl:42])[Cl:43].[O-:22][C:23](=[O:24])[O-:25].[OH2:33].[OH2:34].[OH2:35].[OH2:36].[OH2:37].[OH2:38].[OH2:39].[S:5](=[O:6])(=[O:7])([OH:8])[OH:9]>>[Cl:10][c:11]1[c:12]([C:27]#[N:28])[c:14]([Cl:19])[cH:15][c:16]([CH3:18])[cH:17]1. Reactants: O (water), C1(=CC=CC=C1)C12CNCC2C1 (1-phenyl-3-azabicyclo[3.1.0]hexane), C1(CC1)C(=O)Cl (cyclopropanecarboxylic acid chloride). Solvent: C1=CC=CC=C1 (benzene), C(C)N(CC)CC (triethylamine), C1=CC=CC=C1 (benzene). Conditions: time 30 minute. The product is C1(CC1)C(=O)N1CC2(CC2C1)C1=CC=CC=C1 (3-cyclopropylcarbonyl-1-phenyl-3-azabicyclo[3.1.0]hexane). RXN SMILES: [C:1]1([C:7]23[CH2:12][CH:11]2[CH2:10][NH:9][CH2:8]3)[CH:6]=[CH:5][CH:4]=[CH:3][CH:2]=1.[CH:13]1([C:16](Cl)=[O:17])[CH2:15][CH2:14]1.O>C1C=CC=CC=1.C(N(CC)CC)C>[CH:13]1([C:16]([N:9]2[CH2:10][CH:11]3[C:7]([C:1]4[CH:2]=[CH:3][CH:4]=[CH:5][CH:6]=4)([CH2:12]3)[CH2:8]2)=[O:17])[CH2:15][CH2:14]1. Procedure: To a stirred slurry of 61.2 g of 1-phenyl-1,2-cyclopropanedicarboximide (U.S. Pat. No. 3,166,571-Example VIII) in 2 liters of benzene is added 400 ml of sodium bis(2-methoxyethoxy)aluminum hydride 70% solution in benzene under nitrogen. The mixture is stirred at room temperature for 2 hours, refluxed for 4 hours and then stirred at room temperature for 20 hours. A 400 ml portion of 10N sodium hydroxide is added cautiously with stirring. The organic layer is washed twice with dilute sodium hydrox... The reactants are O=C([O-])[O-], CCc1nc2ccccc2[nH]1, CN(CCc1nc2c(N3CCOCC3)nc(Cl)nc2n1C)C1(C)CCS(=O)(=O)C1, [Cs+], [Cs+], C1COCCO1, O=C(C=Cc1ccccc1)C=Cc1ccccc1, O=C(C=Cc1ccccc1)C=Cc1ccccc1, O=C(C=Cc1ccccc1)C=Cc1ccccc1, [Pd], [Pd]. Yields the product CCc1nc2ccccc2n1-c1nc(N2CCOCC2)c2nc(CCN(C)C3(C)CCS(=O)(=O)C3)n(C)c2n1. RXN SMILES: [C:41](=[O:42])([O-:43])[O-:44].[CH2:30]([CH3:31])[c:32]1[nH:33][c:34]2[c:35]([n:36]1)[cH:37][cH:38][cH:39][cH:40]2.[Cl:1][c:2]1[n:3][c:4]([N:24]2[CH2:25][CH2:26][O:27][CH2:28][CH2:29]2)[c:5]2[n:6][c:7]([CH2:12][CH2:13][N:14]([C:15]3([CH3:22])[CH2:16][S:17](=[O:20])(=[O:21])[CH2:18][CH2:19]3)[CH3:23])[n:8]([CH3:11])[c:9]2[n:10]1.[Cs+:45].[Cs+:46].[O:47]1[CH2:48][CH2:49][O:50][CH2:51][CH2:52]1.[O:55]=[C:56]([CH:57]=[CH:58][c:59]1[cH:60][cH:61][cH:62][cH:63][cH:64]1)[CH:65]=[CH:66][c:67]1[cH:68][cH:69][cH:70][cH:71][cH:72]1.[O:73]=[C:74]([CH:75]=[CH:76][c:77]1[cH:78][cH:79][cH:80][cH:81][cH:82]1)[CH:83]=[CH:84][c:85]1[cH:86][cH:87][cH:88][cH:89][cH:90]1.[O:91]=[C:92]([CH:93]=[CH:94][c:95]1[cH:96][cH:97][cH:98][cH:99][cH:100]1)[CH:101]=[CH:102][c:103]1[cH:104][cH:105][cH:106][cH:107][cH:108]1.[Pd:53].[Pd:54]>>[c:2]1(-[n:33]2[c:32]([CH2:30][CH3:31])[n:36][c:35]3[c:34]2[cH:40][cH:39][cH:38][cH:37]3)[n:3][c:4]([N:24]2[CH2:25][CH2:26][O:27][CH2:28][CH2:29]2)[c:5]2[n:6][c:7]([CH2:12][CH2:13][N:14]([C:15]3([CH3:22])[CH2:16][S:17](=[O:20])(=[O:21])[CH2:18][CH2:19]3)[CH3:23])[n:8]([CH3:11])[c:9]2[n:10]1. Reactants: CS(=O)(=O)OCCCOC(=O)C=1NC(=C2C=C(C=CC12)Cl)C1=CC=CC=C1 (5-chloro-3-phenylisoindole-1-carboxylic acid 3-[(methylsulfonyl)oxy]propyl ester), C(C)NCC (diethylamine). Solvent: CC(=O)C (acetone). Product: Cl.C(C)N(CCCOC(=O)C=1NC(=C2C=C(C=CC12)Cl)C1=CC=CC=C1)CC (5-chloro-3-phenylisoindole-1-carboxylic acid 3-(diethylamino)propyl ester hydrochloride). As a reaction SMILES: CS(O[CH2:6][CH2:7][CH2:8][O:9][C:10]([C:12]1[NH:13][C:14]([C:22]2[CH:27]=[CH:26][CH:25]=[CH:24][CH:23]=2)=[C:15]2[C:20]=1[CH:19]=[CH:18][C:17]([Cl:21])=[CH:16]2)=[O:11])(=O)=O.[CH2:28]([NH:30][CH2:31][CH3:32])[CH3:29]>CC(C)=O>[ClH:21].[CH2:28]([N:30]([CH2:31][CH3:32])[CH2:6][CH2:7][CH2:8][O:9][C:10]([C:12]1[NH:13][C:14]([C:22]2[CH:27]=[CH:26][CH:25]=[CH:24][CH:23]=2)=[C:15]2[C:20]=1[CH:19]=[CH:18][C:17]([Cl:21])=[CH:16]2)=[O:11])[CH3:29] |f:3.4|. Procedure: A solution of 0.82 g. of 5-chloro-3-phenylisoindole-1-carboxylic acid 3-[(methylsulfonyl)oxy]propyl ester in 8 ml. of acetone is treated with 2 ml. of diethylamine and the mixture is boiled at reflux for 5 hours. The mixture is then concentrated to dryness under reduced pressure and the residue partitioned between 15 ml. of water and 15 ml. of diethyl ether. The ethereal phase is treated with 6 ml. of 0.5-N hydrochloric acid and the mixture shaken well. After cooling in an ice-bath, the hydrochl... Reactants: NC1=C(C=C(C=C1)N1CCN(CCC1)C(=O)OC(C)(C)C)NS(=O)(=O)C1=CC=CC=C1 (N-{2-amino-5-(4-t-butyloxycarbonyl-1,4-diazepan-1-yl)-phenyl}benzenesulfonamide), COC1=C(C=C(C=C1)OC)S(=O)(=O)Cl (2,5-dimethoxybenzenesulfonylchloride). Product: Cl.N1(CCNCCC1)C1=CC(=C(C=C1)NS(=O)(=O)C1=C(C=CC(=C1)OC)OC)NS(=O)(=O)C1=CC=CC=C1 (N-{4-(1,4-diazepan-1-yl)-2-[(phenylsulfonyl)amino]phenyl}-2,5-dimethoxybenzenesulfonamide hydrochloride). RXN SMILES: [NH2:1][C:2]1[CH:7]=[CH:6][C:5]([N:8]2[CH2:14][CH2:13][CH2:12][N:11](C(OC(C)(C)C)=O)[CH2:10][CH2:9]2)=[CH:4][C:3]=1[NH:22][S:23]([C:26]1[CH:31]=[CH:30][CH:29]=[CH:28][CH:27]=1)(=[O:25])=[O:24].[CH3:32][O:33][C:34]1[CH:39]=[CH:38][C:37]([O:40][CH3:41])=[CH:36][C:35]=1[S:42]([Cl:45])(=[O:44])=[O:43]>>[ClH:45].[N:8]1([C:5]2[CH:6]=[CH:7][C:2]([NH:1][S:42]([C:35]3[CH:36]=[C:37]([O:40][CH3:41])[CH:38]=[CH:39][C:34]=3[O:33][CH3:32])(=[O:44])=[O:43])=[C:3]([NH:22][S:23]([C:26]3[CH:31]=[CH:30][CH:29]=[CH:28][CH:27]=3)(=[O:25])=[O:24])[CH:4]=2)[CH2:14][CH2:13][CH2:12][NH:11][CH2:10][CH2:9]1 |f:2.3|. Procedure details: The compound was synthesized from of N-{2-amino-5-(4-t-butyloxycarbonyl-1,4-diazepan-1-yl)-phenyl}benzenesulfonamide and 2,5-dimethoxybenzenesulfonylchloride (64 mg, 0.27 mmol) to give 14 mg as purple solid. M+1 547.3 Calcd 547.16; 1HNMR δ 7.71-7.00 (m, 9H), 6.48 (dd, 1H), 6.16 (d, 1H), 4.04 (s, 3H), 3.68 (s, 3H), 3.56 (app t, 2H), 3.33 (app t, 2H), 3.17 (app t, 2H), 3.11 (app t, 2H), 2.03-1.95 (m, 2H). The reactants are CC(C)(C)OC(=O)n1c(Br)ccc1-c1nccs1, O=C([O-])[O-], C1COCCO1, COCC(C)Oc1cc(O)cc(B2OC(C)(C)C(C)(C)O2)c1, [K+], [K+], O. Yields the product COCC(C)Oc1cc(O)cc(-c2ccc(-c3nccs3)n2C(=O)OC(C)(C)C)c1. RXN SMILES: [Br:23][c:24]1[n:25]([C:34](=[O:35])[O:36][C:37]([CH3:38])([CH3:39])[CH3:40])[c:26](-[c:29]2[s:30][cH:31][cH:32][n:33]2)[cH:27][cH:28]1.[C:41](=[O:42])([O-:43])[O-:44].[CH2:47]1[O:48][CH2:49][CH2:50][O:51][CH2:52]1.[CH3:1][O:2][CH2:3][CH:4]([O:5][c:6]1[cH:7][c:8]([OH:21])[cH:9][c:10]([B:12]2[O:13][C:14]([CH3:15])([CH3:16])[C:17]([CH3:18])([CH3:19])[O:20]2)[cH:11]1)[CH3:22].[K+:45].[K+:46].[OH2:53]>>[CH3:1][O:2][CH2:3][CH:4]([O:5][c:6]1[cH:7][c:8]([OH:21])[cH:9][c:10](-[c:24]2[n:25]([C:34](=[O:35])[O:36][C:37]([CH3:38])([CH3:39])[CH3:40])[c:26](-[c:29]3[s:30][cH:31][cH:32][n:33]3)[cH:27][cH:28]2)[cH:11]1)[CH3:22].